From a dataset of the Open Reaction Database (ORD), a public repository of structured organic reaction records. describe an organic reaction: reactants, conditions, products, and yield Starting materials: FC(C1=NC2=C(N1C1=NC(=NC(=C1)N1CCOCC1)NCC1=CC(=C(C=C1)OC)OC)C=CC=C2)F (4-[2-(difluoromethyl)-1H-benzimidazol-1-yl]-N-(3,4-dimethoxy benzyl)-6-(morpholin-4-yl)pyrimidin-2-amine), FC(C(=O)O)(F)F (trifluoroacetic acid), C(O)([O-])=O.[Na+] (sodium hydrogen carbonate). Reaction conditions: time 1 hour. Product: FC(C1=NC2=C(N1C1=NC(=NC(=C1)N1CCOCC1)N)C=CC=C2)F (4-[2-(difluoromethyl)-1H-benzimidazol-1-yl]-6-(morpholin-4-yl)pyrimidin-2-amine). The yield is 36.8%. RXN SMILES: [F:1][CH:2]([F:36])[C:3]1[N:7]([C:8]2[CH:13]=[C:12]([N:14]3[CH2:19][CH2:18][O:17][CH2:16][CH2:15]3)[N:11]=[C:10]([NH:20]CC3C=CC(OC)=C(OC)C=3)[N:9]=2)[C:6]2[CH:32]=[CH:33][CH:34]=[CH:35][C:5]=2[N:4]=1.FC(F)(F)C(O)=O.C(=O)([O-])O.[Na+]>>[F:36][CH:2]([F:1])[C:3]1[N:7]([C:8]2[CH:13]=[C:12]([N:14]3[CH2:19][CH2:18][O:17][CH2:16][CH2:15]3)[N:11]=[C:10]([NH2:20])[N:9]=2)[C:6]2[CH:32]=[CH:33][CH:34]=[CH:35][C:5]=2[N:4]=1 |f:2.3|. Reported procedure: A mixture of 4-[2-(difluoromethyl)-1H-benzimidazol-1-yl]-N-(3,4-dimethoxy benzyl)-6-(morpholin-4-yl)pyrimidin-2-amine (5.3 g) and trifluoroacetic acid (0.82 mL) was stirred at 10 for 1 hour. The reaction mixture was neutralized by the addition of saturated aqueous sodium hydrogen carbonate solution, and extracted with ethyl acetate. The organic layer was washed with saturated brine and dried over anhydrous magnesium sulfate. The solvent was evaporated under reduced pressure. The resulting solid ... The reactants are CCOC(C)=O, CCCCCC, CS(C)=O, Oc1ccc(F)cc1, CCOC(=O)c1ccc(F)cc1, O. Yields the product CCOC(=O)c1ccc(Oc2ccc(F)cc2)cc1. As a reaction SMILES: [C:22]([O:23][CH2:24][CH3:25])(=[O:26])[CH3:27].[CH3:28][CH2:29][CH2:30][CH2:31][CH2:32][CH3:33].[CH3:34][S:35]([CH3:36])=[O:37].[F:1][c:2]1[cH:3][cH:4][c:5]([OH:8])[cH:6][cH:7]1.[F:9][c:10]1[cH:11][cH:12][c:13]([C:14](=[O:15])[O:16][CH2:17][CH3:18])[cH:19][cH:20]1.[OH2:21]>>[F:1][c:2]1[cH:3][cH:4][c:5]([O:8][c:10]2[cH:11][cH:12][c:13]([C:14](=[O:15])[O:16][CH2:17][CH3:18])[cH:19][cH:20]2)[cH:6][cH:7]1.